This data is from the Open Reaction Database (ORD), a public repository of structured organic reaction records. The task is: describe an organic reaction: reactants, conditions, products, and yield Reactants: C(C1=CC=CC=C1)N(C[C@@H](COC1=CC=CC=C1)O)C1CC2=C(CCC1)C(=CC=C2)O ((2S)-1-[N-benzyl-(6,7,8,9-tetrahydro-1-hydroxy-5H-benzocyclohepten-6-yl)amino]-3-phenoxy-2-propanol), BrCC(=O)OCC (ethyl bromoacetate), [H-].[Na+] (sodium hydride). Run in CN(C=O)C (N,N-dimethylformamide), O (water), CN(C=O)C (N,N-dimethylformamide), CN(C=O)C (N,N-dimethylformamide). Reaction conditions: time 30 minute. The product is C(C1=CC=CC=C1)N(C[C@@H](COC1=CC=CC=C1)O)C1CC2=C(CCC1)C(=CC=C2)OCC(=O)OCC ((2S)-1-[N-benzyl-(1-ethoxycarbonylmethoxy-6,7,8,9-tetrahydro-5H-benzocyclohepten-6-yl)amino]-3-phenoxy-2-propanol). The yield is 95.5%. Reaction SMILES: [H-].[Na+].[CH2:3]([N:10]([CH:22]1[CH2:28][CH2:27][CH2:26][C:25]2[C:29]([OH:33])=[CH:30][CH:31]=[CH:32][C:24]=2[CH2:23]1)[CH2:11][C@H:12]([OH:21])[CH2:13][O:14][C:15]1[CH:20]=[CH:19][CH:18]=[CH:17][CH:16]=1)[C:4]1[CH:9]=[CH:8][CH:7]=[CH:6][CH:5]=1.Br[CH2:35][C:36]([O:38][CH2:39][CH3:40])=[O:37]>CN(C)C=O.O>[CH2:3]([N:10]([CH:22]1[CH2:28][CH2:27][CH2:26][C:25]2[C:29]([O:33][CH2:35][C:36]([O:38][CH2:39][CH3:40])=[O:37])=[CH:30][CH:31]=[CH:32][C:24]=2[CH2:23]1)[CH2:11][C@H:12]([OH:21])[CH2:13][O:14][C:15]1[CH:20]=[CH:19][CH:18]=[CH:17][CH:16]=1)[C:4]1[CH:9]=[CH:8][CH:7]=[CH:6][CH:5]=1 |f:0.1|. Reported procedure: A suspension of 60% sodium hydride (54 mg, washed with n-hexane) in N,N-dimethylformamide (1 ml) was added slowly to a stirred solution of (2S)-1-[N-benzyl-(6,7,8,9-tetrahydro-1-hydroxy-5H-benzocyclohepten-6-yl)amino]-3-phenoxy-2-propanol (512 mg) in N,N-dimethylformamide (5 ml) under ice cooling and the resulting mixture was stirred at the same temperature for 30 minutes. A solution of ethyl bromoacetate (225 mg) in N,N-dimethylformamide (1 ml) was added dropwise therein at the same temperature... Starting materials: CCOC(=O)CBr, O=c1cnc2cc(Br)ccc2[nH]1, Cl, [H-], [Na+], CN(C)C=O. Product: CCOC(=O)Cn1c(=O)cnc2cc(Br)ccc21. As a reaction SMILES: [Br:15][CH2:16][C:17](=[O:18])[O:19][CH2:20][CH3:21].[Br:1][c:2]1[cH:3][c:4]2[n:5][cH:6][c:7](=[O:12])[nH:8][c:9]2[cH:10][cH:11]1.[ClH:22].[H-:13].[Na+:14].[O:23]=[CH:24][N:25]([CH3:26])[CH3:27]>>[Br:1][c:2]1[cH:3][c:4]2[n:5][cH:6][c:7](=[O:12])[n:8]([CH2:16][C:17](=[O:18])[O:19][CH2:20][CH3:21])[c:9]2[cH:10][cH:11]1. Starting materials: CI, [H-], [Na+], C1CCOC1, O, CN1OC(CO)CC1(Cn1ccnc1)c1ccc(Cl)cc1. Yields the product COCC1CC(Cn2ccnc2)(c2ccc(Cl)cc2)N(C)O1. RXN SMILES: [CH3:24][I:25].[H-:22].[Na+:23].[O:27]1[CH2:28][CH2:29][CH2:30][CH2:31]1.[OH2:26].[OH:1][CH2:2][CH:3]1[CH2:4][C:5]([CH2:9][n:10]2[cH:11][n:12][cH:13][cH:14]2)([c:15]2[cH:16][cH:17][c:18]([Cl:21])[cH:19][cH:20]2)[N:6]([CH3:8])[O:7]1>>[O:1]([CH2:2][CH:3]1[CH2:4][C:5]([CH2:9][n:10]2[cH:11][n:12][cH:13][cH:14]2)([c:15]2[cH:16][cH:17][c:18]([Cl:21])[cH:19][cH:20]2)[N:6]([CH3:8])[O:7]1)[CH3:24]. Reactants: C(Cl)Cl (methylene chloride), C([O-])(O)=O.[Na+] (sodium bicarbonate), C(CCC)(=O)C=1C=NC2=C(C=CC=C2C1Cl)OCCSC (3-butyryl-4-chloro-8-(2-methylthioethoxy)quinoline), CC1=C(N)C=CC(=C1)C (2,4-dimethylaniline). Solvent: O (water), C1(=CC=CC=C1)C (toluene). Reaction conditions: temperature 90 celsius, time 3 hour. Product: C(C)(C)OC(C)C (isopropyl ether), C(CCC)(=O)C=1C=NC2=C(C=CC=C2C1NC1=C(C=C(C=C1)C)C)OCCSC (3-butyryl-4-(2,4-dimethylphenylamino)-8-(2-methylthioethoxy)quinoline). The yield is 150.8%. RXN SMILES: [C:1]([C:6]1[CH:7]=[N:8][C:9]2[C:14]([C:15]=1Cl)=[CH:13][CH:12]=[CH:11][C:10]=2[O:17][CH2:18][CH2:19][S:20][CH3:21])(=[O:5])[CH2:2][CH2:3][CH3:4].[CH3:22][C:23]1[CH:29]=[C:28]([CH3:30])[CH:27]=[CH:26][C:24]=1[NH2:25].C(Cl)Cl.C(=O)(O)[O-].[Na+]>C1(C)C=CC=CC=1.O>[CH:18]([O:17][CH:10]([CH3:9])[CH3:11])([CH3:19])[CH3:22].[C:1]([C:6]1[CH:7]=[N:8][C:9]2[C:14]([C:15]=1[NH:25][C:24]1[CH:26]=[CH:27][C:28]([CH3:30])=[CH:29][C:23]=1[CH3:22])=[CH:13][CH:12]=[CH:11][C:10]=2[O:17][CH2:18][CH2:19][S:20][CH3:21])(=[O:5])[CH2:2][CH2:3][CH3:4] |f:3.4|. Procedure details: A mixture of 3-butyryl-4-chloro-8-(2-methylthioethoxy)quinoline (0.8 g, 2.5 mmol) and 2,4-dimethylaniline (0.45 g, 3.7 mmol) in toluene (12 ml) was heated to 90° C. and stirred 3.0 h. After cooling to room temperature, methylene chloride and water were added. The mixture was neutralized with a saturated solution of sodium bicarbonate. The organic layer was dried over sodium sulfate and evaporated. Trituration with isopropyl ether gave 0.77 g (75%) of the desired product. Product: O=C(O)c1cc(N2C(=O)CCC2=O)cc([N+](=O)[O-])c1. Reactants: Nc1cc(C(=O)O)cc([N+](=O)[O-])c1, O=C1CCC(=O)O1, O=S(=O)(O)O. Reaction SMILES: [NH2:1][c:2]1[cH:3][c:4]([C:5](=[O:6])[OH:7])[cH:8][c:9]([N+:11](=[O:12])[O-:13])[cH:10]1.[O:14]=[C:15]1[CH2:16][CH2:17][C:18](=[O:19])[O:20]1.[S:21](=[O:22])(=[O:23])([OH:24])[OH:25]>>[N:1]1([c:2]2[cH:3][c:4]([C:5](=[O:6])[OH:7])[cH:8][c:9]([N+:11](=[O:12])[O-:13])[cH:10]2)[C:15](=[O:14])[CH2:16][CH2:17][C:18]1=[O:19]. Starting materials: FC=1C=C(C=CC1F)C=1C=C(C(N(N1)CC(C)C)=O)COS(=O)(=O)C (6-(3,4-difluorophenyl)-2-isobutyl-4-methanesulfonyloxymethyl-2H-pyridazin-3-one), FC1=C(C=CC(=C1)F)C=1C=C(C(N(N1)CC(C)C)=O)C(=O)OC (6-(2,4-difluorophenyl)-2-isobutyl-4-methoxycarbonyl-2H-pyridazin-3-one). Product: C(=O)(O)C=1C(N(N=C(C1)C1=C(C=C(C=C1)F)F)CC(C)C)=O (4-carboxy-6-(2,4-difluorophenyl)-2-isobutyl-2H-pyridazin-3-one), needles. Yield: 92.7%. Reaction SMILES: FC1C=C(C2C=C(COS(C)(=O)=O)C(=O)N(CC(C)C)N=2)C=CC=1F.[F:26][C:27]1[CH:32]=[C:31]([F:33])[CH:30]=[CH:29][C:28]=1[C:34]1[CH:35]=[C:36]([C:45]([O:47]C)=[O:46])[C:37](=[O:44])[N:38]([CH2:40][CH:41]([CH3:43])[CH3:42])[N:39]=1>>[C:45]([C:36]1[C:37](=[O:44])[N:38]([CH2:40][CH:41]([CH3:42])[CH3:43])[N:39]=[C:34]([C:28]2[CH:29]=[CH:30][C:31]([F:33])=[CH:32][C:27]=2[F:26])[CH:35]=1)([OH:47])=[O:46]. Procedure details: Following the procedure of Example 1 (7), 6-(2,4-difluorophenyl)-2-isobutyl-4-methoxycarbonyl-2H-pyridazin-3-one was reacted to yield the title compound as slightly yellow needles (yield: 92.7%). Reactants: COC([C@H](C(C)C)NS(=O)(=O)C1=CC=C(C=C1)C1=CC=C(C=C1)NC(=O)C=1OC2=C(C1C)C(=C(C=C2)C(C)=O)OC)=O ((S)-2-{4′-[(5-acetyl-4-methoxy-3-methyl-benzofuran-2-carbonyl)-amino]-biphenyl-4-sulfonylamino}-3-methyl-butyric acid methyl ester), [Li+].[OH-] (LiOH). Run in C1CCOC1 (THF). Run at time 2 day. Yields the product C(C)(=O)C=1C=CC2=C(C(=C(O2)C(=O)NC2=CC=C(C=C2)C2=CC=C(C=C2)S(=O)(=O)N[C@H](C(=O)O)C(C)C)C)C1OC ((S)-2-{4′-[(5-acetyl-4-methoxy-3-methyl-benzofuran-2-carbonyl)-amino]-biphenyl-4-sulfonylamino}-3-methyl-butyric acid). The yield is 62.1%. As a reaction SMILES: C[O:2][C:3](=[O:42])[C@@H:4]([NH:8][S:9]([C:12]1[CH:17]=[CH:16][C:15]([C:18]2[CH:23]=[CH:22][C:21]([NH:24][C:25]([C:27]3[O:28][C:29]4[CH:36]=[CH:35][C:34]([C:37](=[O:39])[CH3:38])=[C:33]([O:40][CH3:41])[C:30]=4[C:31]=3[CH3:32])=[O:26])=[CH:20][CH:19]=2)=[CH:14][CH:13]=1)(=[O:11])=[O:10])[CH:5]([CH3:7])[CH3:6].[Li+].[OH-]>C1COCC1>[C:37]([C:34]1[CH:35]=[CH:36][C:29]2[O:28][C:27]([C:25]([NH:24][C:21]3[CH:20]=[CH:19][C:18]([C:15]4[CH:14]=[CH:13][C:12]([S:9]([NH:8][C@@H:4]([CH:5]([CH3:7])[CH3:6])[C:3]([OH:42])=[O:2])(=[O:10])=[O:11])=[CH:17][CH:16]=4)=[CH:23][CH:22]=3)=[O:26])=[C:31]([CH3:32])[C:30]=2[C:33]=1[O:40][CH3:41])(=[O:39])[CH3:38] |f:1.2|. Procedure: To (S)-2-{4′-[(5-acetyl-4-methoxy-3-methyl-benzofuran-2-carbonyl)-amino]-biphenyl-4-sulfonylamino}-3-methyl-butyric acid methyl ester (89 mg) was added 1 mL of THF and 3 mL of LiOH solution (3.6 g LiOH/50 mL MeOH/50 mL H2O). The mixture was stirred at room temperature for 2 days. The solvents were removed under vacuum and the residue was triturated with 4 mL of 2N HCl and filtered. The solid product was dried under vacuum to give 54 mg of (S)-2-{4′-[(5-acetyl-4-methoxy-3-methyl-benzofuran-2-carb... The reactants are CSC=1C=2C(NC3=C(N1)C=CC=C3)=CSC2 (10-(methylthio)-4H-thieno[3,4-b][1,5]benzodiazepine), N1CCNCC1 (piperazine). Reagents/catalysts: C(C)(=O)O (acetic acid). The solvent is C(C)(=O)O (acetic acid). Yields the product N1(CCNCC1)C=1C=2C(NC3=C(N1)C=CC=C3)=CSC2 (10-(1-Piperazinyl)-4H-thieno[3,4-b][1,5]benzodiazepine). As a reaction SMILES: CS[C:3]1[C:4]2[C:5](=[CH:14][S:15][CH:16]=2)[NH:6][C:7]2[CH:13]=[CH:12][CH:11]=[CH:10][C:8]=2[N:9]=1.[NH:17]1[CH2:22][CH2:21][NH:20][CH2:19][CH2:18]1>C(O)(=O)C>[N:17]1([C:3]2[C:4]3[C:5](=[CH:14][S:15][CH:16]=3)[NH:6][C:7]3[CH:13]=[CH:12][CH:11]=[CH:10][C:8]=3[N:9]=2)[CH2:22][CH2:21][NH:20][CH2:19][CH2:18]1. Procedure details: A bomb charged with 2.5 g. of 10-(methylthio)-4H-thieno[3,4-b][1,5]benzodiazepine, 8.6 g. of piperazine, and three drops of acetic acid is placed in an oil bath and heated at 155°-160° C. for 4 days. The bomb is then cooled and the contents are dissolved in 2N acetic acid. The solution is filtered and the filtrate is made alkaline with ammonium hydroxide and extracted with chloroform. The extracts are dried, filtered and evaporated to give a yellow solid. Recrystallization from ethanol gives the... The reactants are ClC1=C(C=CC=C1)C=1OC(=C(N1)CCOC1=CC=C(C=O)C=C1)C (4-[2-[2-(2-chlorophenyl)-5-methyl-4-oxazolyl]ethoxy]benzaldehyde), C(#N)CC(=O)OCC (ethyl cyanoacetate), N1CCCCC1 (piperidine), N1=CC=CC=C1 (pyridine). Run in O (water). Conditions: time 2 hour. Product: ClC1=C(C=CC=C1)C=1OC(=C(N1)CCOC1=CC=C(C=C(C(=O)OCC)C#N)C=C1)C (ethyl 4-[2-[2-(2-chlorophenyl)-5-methyl-4-oxazolyl]ethoxy]-α-cyanocinnamate). Isolated yield 95.8%. RXN SMILES: [Cl:1][C:2]1[CH:7]=[CH:6][CH:5]=[CH:4][C:3]=1[C:8]1[O:9][C:10]([CH3:24])=[C:11]([CH2:13][CH2:14][O:15][C:16]2[CH:23]=[CH:22][C:19]([CH:20]=O)=[CH:18][CH:17]=2)[N:12]=1.[C:25]([CH2:27][C:28]([O:30][CH2:31][CH3:32])=[O:29])#[N:26].N1CCCCC1.N1C=CC=CC=1>O>[Cl:1][C:2]1[CH:7]=[CH:6][CH:5]=[CH:4][C:3]=1[C:8]1[O:9][C:10]([CH3:24])=[C:11]([CH2:13][CH2:14][O:15][C:16]2[CH:23]=[CH:22][C:19]([CH:20]=[C:27]([C:25]#[N:26])[C:28]([O:30][CH2:31][CH3:32])=[O:29])=[CH:18][CH:17]=2)[N:12]=1. Reported procedure: A mixture of 4-[2-[2-(2-chlorophenyl)-5-methyl-4-oxazolyl]ethoxy]benzaldehyde (2.0 g), ethyl cyanoacetate (0.795 g), piperidine (0.15 g) and pyridine (30 ml) was stirred for 2 hours at 100°-110° C. The reaction mixture was poured into water. Resulting crystalline precipitate was collected by filtration and recrystallized from dichloromethane-ethanol to give ethyl 4-[2-[2-(2-chlorophenyl)-5-methyl-4-oxazolyl]ethoxy]-α-cyanocinnamate (2.45 g, 96%) as colorless needles, m.p.120°-121° C.